This data is from the Open Reaction Database (ORD), a public repository of structured organic reaction records. The task is: describe an organic reaction: reactants, conditions, products, and yield Reactants: C(C=C)N(CCCCCCOC1=CC(=C(C=C1)C(=O)C1=CC=C(C=C1)Br)OC)C.C(\C=C\C(=O)[O-])(=O)[O-] ([4-[6-(allyl-methyl-amino)-hexyloxy]-2-methoxy-phenyl]-(4-bromo-phenyl)-methanone•fumarate). The solvent is C(Cl)Cl (methylene chloride). Reaction conditions: time 2 hour. Yields the product C(\C=C\C(=O)O)(=O)O.C(C=C)N(CCCCCCOC1=CC(=C(C=C1)C(=O)C1=CC=C(C=C1)Br)O)C ([4-[6-(allyl-methyl-amino)-hexyloxy]-2-hydroxy-phenyl]-(4-bromo-phenyl)-methanone fumarate). Reaction SMILES: [CH2:1]([N:4]([CH3:29])[CH2:5][CH2:6][CH2:7][CH2:8][CH2:9][CH2:10][O:11][C:12]1[CH:17]=[CH:16][C:15]([C:18]([C:20]2[CH:25]=[CH:24][C:23]([Br:26])=[CH:22][CH:21]=2)=[O:19])=[C:14]([O:27]C)[CH:13]=1)[CH:2]=[CH2:3].[C:30]([O-:37])(=[O:36])/[CH:31]=[CH:32]/[C:33]([O-:35])=[O:34]>C(Cl)Cl>[C:30]([OH:37])(=[O:36])/[CH:31]=[CH:32]/[C:33]([OH:35])=[O:34].[CH2:1]([N:4]([CH3:29])[CH2:5][CH2:6][CH2:7][CH2:8][CH2:9][CH2:10][O:11][C:12]1[CH:17]=[CH:16][C:15]([C:18]([C:20]2[CH:25]=[CH:24][C:23]([Br:26])=[CH:22][CH:21]=2)=[O:19])=[C:14]([OH:27])[CH:13]=1)[CH:2]=[CH2:3] |f:0.1,3.4|. Procedure details: The fumarate obtained is taken up in methylene chloride/saturated sodium bicarbonate solution and the organic phase is dried and concentrated. 3.09 g of the thus-obtained [4-[6-(allyl-methyl-amino)-hexyloxy]-2-methoxy-phenyl]-(4-bromo-phenyl)-methanone are boiled in 13 ml of acetic acid/7.7 ml of 62% HBr solution at 90° C. for 2 hrs. The reaction mixture is concentrated and the residue is converted into the free base with methylene chloride/saturated sodium bicarbonate solution. The residue is t... Starting materials: C(CCC)OCCOC1=CC=C(C=C1)C=1C=CC2=C(C=C(CCN2C(C(F)(F)F)=O)C(=O)NC2=CC=C(C=C2)[C@@H](C2=[N+](C=CC=C2)[O-])O)C1 (7-[4-(2-butoxyethoxy)phenyl]-N-[4-[(S)-hydroxy(1-oxidopyridin-2-yl)methyl]phenyl]-2,3-dihydro-1-trifluoroacetyl-1H-1-benzazepine-4-carboxamide), [BH4-].[Na+] (sodium borohydride), O (water), [BH4-].[Na+] (sodium borohydride). Solvent: C(C)O (ethanol). Reaction conditions: time 2 hour. Product: C(CCC)OCCOC1=CC=C(C=C1)C=1C=CC2=C(C=C(CCN2)C(=O)NC2=CC=C(C=C2)[C@@H](C2=[N+](C=CC=C2)[O-])O)C1 (7-[4-(2-butoxyethoxy)phenyl]-N-[4-[(S)-hydroxy(1-oxidopyridin-2-yl)methyl]phenyl]-2,3-dihydro-1H-1-benzazepine-4-carboxamide). Yield: 91.6%. RXN SMILES: [CH2:1]([O:5][CH2:6][CH2:7][O:8][C:9]1[CH:14]=[CH:13][C:12]([C:15]2[CH:16]=[CH:17][C:18]3[N:24](C(=O)C(F)(F)F)[CH2:23][CH2:22][C:21]([C:31]([NH:33][C:34]4[CH:39]=[CH:38][C:37]([C@H:40]([OH:48])[C:41]5[CH:46]=[CH:45][CH:44]=[CH:43][N+:42]=5[O-:47])=[CH:36][CH:35]=4)=[O:32])=[CH:20][C:19]=3[CH:49]=2)=[CH:11][CH:10]=1)[CH2:2][CH2:3][CH3:4].[BH4-].[Na+].O>C(O)C>[CH2:1]([O:5][CH2:6][CH2:7][O:8][C:9]1[CH:10]=[CH:11][C:12]([C:15]2[CH:16]=[CH:17][C:18]3[NH:24][CH2:23][CH2:22][C:21]([C:31]([NH:33][C:34]4[CH:35]=[CH:36][C:37]([C@H:40]([OH:48])[C:41]5[CH:46]=[CH:45][CH:44]=[CH:43][N+:42]=5[O-:47])=[CH:38][CH:39]=4)=[O:32])=[CH:20][C:19]=3[CH:49]=2)=[CH:13][CH:14]=1)[CH2:2][CH2:3][CH3:4] |f:1.2|. Procedure details: To a solution of 7-[4-(2-butoxyethoxy)phenyl]-N-[4-[(S)-hydroxy(1-oxidopyridin-2-yl)methyl]phenyl]-2,3-dihydro-1-trifluoroacetyl-1H-1-benzazepine-4-carboxamide (180 mg) in ethanol (30 ml) was added sodium borohydride (10.0 mg) at room temperature and stirred for 2 hours. To the reaction solution was further added sodium borohydride (10.0 mg), and the mixture was stirred for 2 hours. To the reaction solution was added water, and the mixture was extracted with ethyl acetate. The organic layer was ... The reactants are BrCCCCl (1-bromo-3-chloropropane), S1C(=CC=C1)S (thiophen-2-thiol), C([O-])([O-])=O.[K+].[K+] (potassium carbonate), CN(C=O)C (N,N-dimethylformamide). Run in O (water), C(C)(=O)OCC (Ethyl acetate). Run at time 2 hour. Yields the product ClCCCSC=1SC=CC1 (2-(3-Chloropropylsulfanyl)thiophene). RXN SMILES: Br[CH2:2][CH2:3][CH2:4][Cl:5].[S:6]1[CH:10]=[CH:9][CH:8]=[C:7]1[SH:11].C(=O)([O-])[O-].[K+].[K+].CN(C)C=O>O.C(OCC)(=O)C>[Cl:5][CH2:4][CH2:3][CH2:2][S:11][C:7]1[S:6][CH:10]=[CH:9][CH:8]=1 |f:2.3.4|. Reported procedure: 2.7 mL 1-bromo-3-chloropropane was added to a mixture of 2 mL thiophen-2-thiol, 5.86 g potassium carbonate and 40 mL N,N-dimethylformamide under ice-cooling and then stirred at room temperature for 2 hours. Ethyl acetate and water were added to the reaction solution, and the organic layer was separated, washed with water plus brine (×2) and then with brine and dried over anhydrous sodium sulfate. The drying agent was filtered off, and the filtrate was evaporated. The resulting residue was purifi... The reactants are [BH4-], C1CCOC1, CO, COC(=O)CC1CCC(N(C(=O)c2ccc(C(C)C)cc2)C2CC2)CC1, [Li+]. The product is CC(C)c1ccc(C(=O)N(C2CCC(CCO)CC2)C2CC2)cc1. As a reaction SMILES: [BH4-:27].[CH2:31]1[O:32][CH2:33][CH2:34][CH2:35]1.[CH3:29][OH:30].[CH:1]1([N:4]([C:5]([c:6]2[cH:7][cH:8][c:9]([CH:12]([CH3:13])[CH3:14])[cH:10][cH:11]2)=[O:15])[CH:16]2[CH2:17][CH2:18][CH:19]([CH2:22][C:23](=[O:24])[O:25][CH3:26])[CH2:20][CH2:21]2)[CH2:2][CH2:3]1.[Li+:28]>>[CH:1]1([N:4]([C:5]([c:6]2[cH:7][cH:8][c:9]([CH:12]([CH3:13])[CH3:14])[cH:10][cH:11]2)=[O:15])[CH:16]2[CH2:17][CH2:18][CH:19]([CH2:22][CH2:23][OH:24])[CH2:20][CH2:21]2)[CH2:2][CH2:3]1.